This data is from the Open Reaction Database (ORD), a public repository of structured organic reaction records. The task is: describe an organic reaction: reactants, conditions, products, and yield Reactants: NC1CCN(Cc2ccccc2)C1, CSc1ncc(C(=O)OCc2ccccc2)c(C)n1, CCOC(C)=O, C1COCCO1, O. The product is Cc1nc(NC2CCN(Cc3ccccc3)C2)ncc1C(=O)OCc1ccccc1. RXN SMILES: [CH2:20]([c:21]1[cH:22][cH:23][cH:24][cH:25][cH:26]1)[N:27]1[CH2:28][CH:29]([NH2:32])[CH2:30][CH2:31]1.[CH3:1][c:2]1[n:3][c:4]([S:18][CH3:19])[n:5][cH:6][c:7]1[C:8](=[O:9])[O:10][CH2:11][c:12]1[cH:13][cH:14][cH:15][cH:16][cH:17]1.[CH3:33][CH2:34][O:35][C:36]([CH3:37])=[O:38].[O:40]1[CH2:41][CH2:42][O:43][CH2:44][CH2:45]1.[OH2:39]>>[CH3:1][c:2]1[n:3][c:4]([NH:32][CH:29]2[CH2:28][N:27]([CH2:20][c:21]3[cH:22][cH:23][cH:24][cH:25][cH:26]3)[CH2:31][CH2:30]2)[n:5][cH:6][c:7]1[C:8](=[O:9])[O:10][CH2:11][c:12]1[cH:13][cH:14][cH:15][cH:16][cH:17]1.